Dataset: the Open Reaction Database (ORD), a public repository of structured organic reaction records. Task: describe an organic reaction: reactants, conditions, products, and yield The reactants are COC(=O)c1ccc(N(Cc2ccccc2)c2ccccc2[N+](=O)[O-])cc1C(=O)OC, [Cl-], CN(C)C=O, O, O, O. Yields the product COC(=O)c1ccc(N(Cc2ccccc2)c2ccccc2N)cc1C(=O)OC. As a reaction SMILES: [CH3:4][O:5][C:6]([c:7]1[c:8]([C:9](=[O:10])[O:11][CH3:12])[cH:13][c:14]([N:17]([c:18]2[c:19]([N+:24]([O-:25])=[O:26])[cH:20][cH:21][cH:22][cH:23]2)[CH2:27][c:28]2[cH:29][cH:30][cH:31][cH:32][cH:33]2)[cH:15][cH:16]1)=[O:34].[Cl-:3].[O:36]=[CH:37][N:38]([CH3:39])[CH3:40].[OH2:1].[OH2:2].[OH2:35]>>[CH3:4][O:5][C:6]([c:7]1[c:8]([C:9](=[O:10])[O:11][CH3:12])[cH:13][c:14]([N:17]([c:18]2[c:19]([NH2:24])[cH:20][cH:21][cH:22][cH:23]2)[CH2:27][c:28]2[cH:29][cH:30][cH:31][cH:32][cH:33]2)[cH:15][cH:16]1)=[O:34]. Product: CC1CCCN1CC1CCCN1C(=O)c1ccc(-c2ncc(C(=O)N3CCCC3)s2)cc1F. RXN SMILES: [Br:31][c:32]1[s:33][c:34]([C:37](=[O:38])[N:39]2[CH2:40][CH2:41][CH2:42][CH2:43]2)[cH:35][n:36]1.[F:1][c:2]1[c:3]([C:17](=[O:18])[N:19]2[CH:20]([CH2:24][N:25]3[CH:26]([CH3:30])[CH2:27][CH2:28][CH2:29]3)[CH2:21][CH2:22][CH2:23]2)[cH:4][cH:5][c:6]([B:8]2[O:9][C:10]([CH3:11])([CH3:12])[C:13]([CH3:14])([CH3:15])[O:16]2)[cH:7]1>>[F:1][c:2]1[c:3]([C:17](=[O:18])[N:19]2[CH:20]([CH2:24][N:25]3[CH:26]([CH3:30])[CH2:27][CH2:28][CH2:29]3)[CH2:21][CH2:22][CH2:23]2)[cH:4][cH:5][c:6](-[c:32]2[s:33][c:34]([C:37](=[O:38])[N:39]3[CH2:40][CH2:41][CH2:42][CH2:43]3)[cH:35][n:36]2)[cH:7]1. The reactants are O=C(c1cnc(Br)s1)N1CCCC1, CC1CCCN1CC1CCCN1C(=O)c1ccc(B2OC(C)(C)C(C)(C)O2)cc1F. Product: Cl.Cl.O1C(=CC=C1)C=1C=CC2=C(CN(CCN2CC=2N=CNC2)C(=O)C2=CC=CC3=CC=CC=C23)C1 (7-(2-Furanyl)-2,3,4,5-tetrahydro-1-(1H-imidazol-4-ylmethyl)-4-(1-naphthalenylcarbonyl)-1H-1,4-benzodiazepine, dihydrochloride). RXN SMILES: [ClH:1].Cl.Cl.[NH:4]1[CH:8]=[C:7]([CH2:9][N:10]2[C:16]3[CH:17]=[CH:18][C:19]([C:21]4[CH:26]=[CH:25][CH:24]=CN=4)=[CH:20][C:15]=3[CH2:14][N:13]([C:27]([C:29]3[C:38]4[C:33](=[CH:34][CH:35]=[CH:36][CH:37]=4)[CH:32]=[CH:31][CH:30]=3)=[O:28])[CH2:12][CH2:11]2)[N:6]=[CH:5]1.C([Sn](CCCC)(CCCC)C1[O:45]C=CC=1)CCC>>[ClH:1].[ClH:1].[O:45]1[CH:24]=[CH:25][CH:26]=[C:21]1[C:19]1[CH:18]=[CH:17][C:16]2[N:10]([CH2:9][C:7]3[N:6]=[CH:5][NH:4][CH:8]=3)[CH2:11][CH2:12][N:13]([C:27]([C:29]3[C:38]4[C:33](=[CH:34][CH:35]=[CH:36][CH:37]=4)[CH:32]=[CH:31][CH:30]=3)=[O:28])[CH2:14][C:15]=2[CH:20]=1 |f:0.1.2.3,5.6.7|. Reported procedure: Example 38 was prepared as a green solid in 11% yield from Compound A of Example 37 and 2-(tributylstannyl)furan as described for Compound B of Example 37. Reactants: Cl.Cl.Cl.N1C=NC(=C1)CN1CCN(CC2=C1C=CC(=C2)C2=NC=CC=C2)C(=O)C2=CC=CC1=CC=CC=C21 (2,3,4,5-Tetrahydro-1-(1H-imidazol-4-ylmethyl)-4-(1-naphthalenylcarbonyl)-7-pyridin-2-yl-1H-1,4-benzodiazepine, trihydrochloride), C(CCC)[Sn](C=1OC=CC1)(CCCC)CCCC (2-(tributylstannyl)furan), Cl.Cl.Cl.N1C=NC(=C1)CN1CCN(CC2=C1C=CC(=C2)C2=NC=CC=C2)C(=O)C2=CC=CC1=CC=CC=C21 (2,3,4,5-Tetrahydro-1-(1H-imidazol-4-ylmethyl)-4-(1-naphthalenylcarbonyl)-7-pyridin-2-yl-1H-1,4-benzodiazepine, trihydrochloride). The yield is 11.0%. Starting materials: C1=CC=CC=C1 (benzene), C1(=CC=CC=C1)O (phenol). The product is C1(=CC=CC=C1)C(C)C (cumene), C=CC (propylene). Reaction SMILES: [C:1]1(O)[CH:6]=[CH:5][CH:4]=[CH:3][CH:2]=1.[CH:8]1[CH:13]=CC=C[CH:9]=1>>[C:1]1([CH:8]([CH3:13])[CH3:9])[CH:6]=[CH:5][CH:4]=[CH:3][CH:2]=1.[CH2:2]=[CH:1][CH3:6]. Procedure: The present invention is a phenol producing apparatus including a reaction tower for forming cumene by benzene and propylene, an oxidation tower for forming cumene hydroperoxide by oxidizing the cumene at downstream of the reaction tower, a concentration tower for concentrating the cumene hydroperoxide at downstream of the oxidation tower, a disintegration tower for forming coarse phenol and coarse acetone by disintegrating the concentrated cumene hydroperoxide by the acid material at down strea...